From a dataset of the Open Reaction Database (ORD), a public repository of structured organic reaction records. describe an organic reaction: reactants, conditions, products, and yield The reactants are [BH4-], CC(=O)O, CN1CCCC1=O, CCC=Nn1ccc2ccccc21, [H][H], [Na+], O. The product is CCCNn1ccc2ccccc21. Reaction SMILES: [BH4-:14].[CH3:16][C:17](=[O:18])[OH:19].[CH3:22][N:23]1[CH2:24][CH2:25][CH2:26][C:27]1=[O:28].[CH:1]([CH2:2][CH3:3])=[N:4][n:5]1[cH:6][cH:7][c:8]2[cH:9][cH:10][cH:11][cH:12][c:13]12.[H:20][H:21].[Na+:15].[OH2:29]>>[CH2:1]([CH2:2][CH3:3])[NH:4][n:5]1[cH:6][cH:7][c:8]2[cH:9][cH:10][cH:11][cH:12][c:13]12. Starting materials: ClC=1N=C(C2=C(N1)NC=C2)Cl (2,4-Dichloro-7H-pyrrolo[2,3-d]pyrimidine), CCN(C(C)C)C(C)C (DIPEA), NC1=CC2=C(OC(C(N2)=O)(C)C)C=C1 (6-amino-2,2-dimethyl-2H-benzo[b][1,4]oxazin-3(4H)-one). Run in CS(=O)C (dimethylsulfoxide), C(C)OC(C)=O (ethylacetate). Conditions: temperature 100 celsius. The product is ClC=1N=C(C2=C(N1)NC=C2)NC2=CC1=C(OC(C(N1)=O)(C)C)C=C2 (6-(2-chloro-7H-pyrrolo[2,3-d]pyrimidin-4-ylamino)-2,2-dimethyl-2H-benzo[b][1,4]oxazin-3(4H)-one). Yield: 48.5%. As a reaction SMILES: [Cl:1][C:2]1[N:3]=[C:4](Cl)[C:5]2[CH:10]=[CH:9][NH:8][C:6]=2[N:7]=1.CCN(C(C)C)C(C)C.[NH2:21][C:22]1[CH:34]=[CH:33][C:25]2[O:26][C:27]([CH3:32])([CH3:31])[C:28](=[O:30])[NH:29][C:24]=2[CH:23]=1>CS(C)=O.C(OC(=O)C)C>[Cl:1][C:2]1[N:3]=[C:4]([NH:21][C:22]2[CH:34]=[CH:33][C:25]3[O:26][C:27]([CH3:31])([CH3:32])[C:28](=[O:30])[NH:29][C:24]=3[CH:23]=2)[C:5]2[CH:10]=[CH:9][NH:8][C:6]=2[N:7]=1. Procedure: To a solution of 2,4-Dichloro-7H-pyrrolo[2,3-d]pyrimidine (0.056 g, 0.30 mmol) in dimethylsulfoxide (1 mL) was added DIPEA (0.12 mL, 0.60 mmol) and 6-amino-2,2-dimethyl-2H-benzo[b][1,4]oxazin-3(4H)-one (0.085 g, 0.44 mmol). After heating at 100° C. for 15 h, the mixture was diluted with ethylacetate and sequentially washed with saturated NaHCO3 and brine. The organic extracts were dried over Na2SO4 and concentrated to give 6-(2-chloro-7H-pyrrolo[2,3-d]pyrimidin-4-ylamino)-2,2-dimethyl-2H-benzo[b... Starting materials: CCOC(=O)c1c(-c2ccccc2)c2ccccc2[nH]c1=O, CCO, [K+], [OH-], O. The product is O=C(O)c1c(-c2ccccc2)c2ccccc2[nH]c1=O. Reaction SMILES: [CH2:1]([CH3:2])[O:3][C:4](=[O:5])[c:6]1[c:7](=[O:22])[nH:8][c:9]2[cH:10][cH:11][cH:12][cH:13][c:14]2[c:15]1-[c:16]1[cH:17][cH:18][cH:19][cH:20][cH:21]1.[CH3:23][CH2:24][OH:25].[K+:27].[OH-:26].[OH2:28]>>[O:3]=[C:4]([OH:5])[c:6]1[c:7](=[O:22])[nH:8][c:9]2[cH:10][cH:11][cH:12][cH:13][c:14]2[c:15]1-[c:16]1[cH:17][cH:18][cH:19][cH:20][cH:21]1. Reactants: COC1=C(C(=C(C2=C1C(=C(O2)SC2=CC=CC=C2)C)OC)C)C (4,7-Dimethoxy-2-phenylthio-3,5,6-trimethylbenzofuran), B(Br)(Br)Br (BBr3). Solvent: C(Cl)Cl (CH2Cl2). Yields the product C1(=CC=CC=C1)SC=1OC2=C(C1C)C(C(=C(C2=O)C)C)=O (2-Phenylthio-3,5,6-trimethyl-4,7-benzofurandione). RXN SMILES: C[O:2][C:3]1[C:8]2[C:9]([CH3:19])=[C:10]([S:12][C:13]3[CH:18]=[CH:17][CH:16]=[CH:15][CH:14]=3)[O:11][C:7]=2[C:6]([O:20]C)=[C:5]([CH3:22])[C:4]=1[CH3:23].B(Br)(Br)Br>C(Cl)Cl>[C:13]1([S:12][C:10]2[O:11][C:7]3[C:6](=[O:20])[C:5]([CH3:22])=[C:4]([CH3:23])[C:3](=[O:2])[C:8]=3[C:9]=2[CH3:19])[CH:14]=[CH:15][CH:16]=[CH:17][CH:18]=1. Procedure: A solution of 4,7-dimethoxy-2-phenylthio-3,5,6-trimethylbenzofuran from Step 2 (200 mg, 0.64 mmol) in CH2Cl2 (10 mL) was cooled to -78° C. and a BBr3 solution (2.8 mL, 2.8 mmol, 1M CH2Cl2 ) was added dropwise. The reaction was slowly warmed to room temperature then quenched with 25% NH4OAc. Extraction with EtOAc followed by addition of Powdered FeCl3 and flash chromatography on silica gel (10% EtOAc/hex) afforded the title compound.